This data is from the Open Reaction Database (ORD), a public repository of structured organic reaction records. The task is: describe an organic reaction: reactants, conditions, products, and yield Procedure details: To a mixture of 4-[{N-(2-(tert-butoxycarbonylamino)-4,5-difluorobenzoyl)glycyl}aminomethyl]piperidine (0.35 mmol), 4-hydroxy-3-nitrobenzaldehyde (1.22 mmol), methanol (3.8 mL), and acetic acid (0.175 mL) was added NaBH3CN (1.58 mmol) in methanol (3.2 mL). The reaction mixture was stirred at 50° C. overnight. The mixture was cooled to room temperature, loaded onto Variant™ SCX column, and washed with CH3OH. Product was eluted off using 2 N NH3 in CH3OH and concentrated. The resulting material was... The product is C(C)(C)(C)OC(=O)NC1=C(C(=O)NCC(=O)NCC2CCN(CC2)CC2=CC(=C(C=C2)O)[N+](=O)[O-])C=C(C(=C1)F)F (4-[{N-(2-(tert-butoxycarbonylamino)-4,5-difluorobenzoyl)glycyl}aminomethyl]-1-(4-hydroxy-3-nitrobenzyl)piperidine). Reaction SMILES: [C:1]([O:5][C:6]([NH:8][C:9]1[CH:28]=[C:27]([F:29])[C:26]([F:30])=[CH:25][C:10]=1[C:11]([NH:13][CH2:14][C:15]([NH:17][CH2:18][CH:19]1[CH2:24][CH2:23][NH:22][CH2:21][CH2:20]1)=[O:16])=[O:12])=[O:7])([CH3:4])([CH3:3])[CH3:2].[OH:31][C:32]1[CH:39]=[CH:38][C:35]([CH:36]=O)=[CH:34][C:33]=1[N+:40]([O-:42])=[O:41].C(O)(=O)C.[BH3-]C#N.[Na+]>CO>[C:1]([O:5][C:6]([NH:8][C:9]1[CH:28]=[C:27]([F:29])[C:26]([F:30])=[CH:25][C:10]=1[C:11]([NH:13][CH2:14][C:15]([NH:17][CH2:18][CH:19]1[CH2:24][CH2:23][N:22]([CH2:36][C:35]2[CH:38]=[CH:39][C:32]([OH:31])=[C:33]([N+:40]([O-:42])=[O:41])[CH:34]=2)[CH2:21][CH2:20]1)=[O:16])=[O:12])=[O:7])([CH3:4])([CH3:2])[CH3:3] |f:3.4|. The yield is 86.6%. The reactants are [BH3-]C#N.[Na+] (NaBH3CN), C(C)(C)(C)OC(=O)NC1=C(C(=O)NCC(=O)NCC2CCNCC2)C=C(C(=C1)F)F (4-[{N-(2-(tert-butoxycarbonylamino)-4,5-difluorobenzoyl)glycyl}aminomethyl]piperidine), OC1=C(C=C(C=O)C=C1)[N+](=O)[O-] (4-hydroxy-3-nitrobenzaldehyde), C(C)(=O)O (acetic acid). The solvent is CO (methanol), CO (methanol). Conditions: temperature 50 celsius, time 8 hour. Starting materials: [BH3-]C#N.[Na+] (NaBH3CN), C(C)(C)N(C(CN1C2=C(N(C(C(C1=O)(CC=O)C)=O)C1=CC=CC=C1)C=CC=C2)=O)C2=CC=CC=C2 (N-Isopropyl-2-[3-methyl-2,4-dioxo-3-(2-oxoethyl)-5-phenyl-2,3,4,5-tetrahydro-benzo[b][1,4]diazepin-1-yl]-N-phenyl acetamide), Intermediate 9, NC1=CC=CC=C1 (aniline). Reagents/catalysts: C(C)(=O)O (acetic acid). Run in CO (methanol). Conditions: time 30 minute. The product is C(C)(C)N(C(CN1C2=C(N(C(C(C1=O)(CCNC1=CC=CC=C1)C)=O)C1=CC=CC=C1)C=CC=C2)=O)C2=CC=CC=C2 (N-Isopropyl-2-[3-methyl-2,4-dioxo-5-phenyl-3-(2-phenylaminoethyl)-2,3,4,5-tetrahydro-benzo[b][1,4]diazepin-1-yl]-N-phenyl acetamide). Yield: 76.4%. As a reaction SMILES: [CH:1]([N:4]([C:31]1[CH:36]=[CH:35][CH:34]=[CH:33][CH:32]=1)[C:5](=[O:30])[CH2:6][N:7]1[C:13](=[O:14])[C:12]([CH3:18])([CH2:15][CH:16]=O)[C:11](=[O:19])[N:10]([C:20]2[CH:25]=[CH:24][CH:23]=[CH:22][CH:21]=2)[C:9]2[CH:26]=[CH:27][CH:28]=[CH:29][C:8]1=2)([CH3:3])[CH3:2].[NH2:37][C:38]1[CH:43]=[CH:42][CH:41]=[CH:40][CH:39]=1.[BH3-]C#N.[Na+]>CO.C(O)(=O)C>[CH:1]([N:4]([C:31]1[CH:32]=[CH:33][CH:34]=[CH:35][CH:36]=1)[C:5](=[O:30])[CH2:6][N:7]1[C:13](=[O:14])[C:12]([CH3:18])([CH2:15][CH2:16][NH:37][C:38]2[CH:43]=[CH:42][CH:41]=[CH:40][CH:39]=2)[C:11](=[O:19])[N:10]([C:20]2[CH:21]=[CH:22][CH:23]=[CH:24][CH:25]=2)[C:9]2[CH:26]=[CH:27][CH:28]=[CH:29][C:8]1=2)([CH3:3])[CH3:2] |f:2.3|. Reported procedure: To a stirred solution of 135 mg (0.28 mmol) of N-Isopropyl-2-[3-methyl-2,4-dioxo-3-(2-oxoethyl)-5-phenyl-2,3,4,5-tetrahydro-benzo[b][1,4]diazepin-1-yl]-N-phenyl acetamide, prepared as in Intermediate 9, and 130 mg (1.40 mmol, 5.0 equiv) of aniline in 5 mL of methanol is added 18 mg (0.28 mmol, 1.0 equiv) of NaBH3CN and 1 drop of glacial acetic acid. The resulting mixture is stirred 30 min at RT, then quenched by the addition of 0.1 mL H2O and the solvent removed in vacuo. The residue is then dis... The product is Cl.FC=1C=C(C=CC1C(F)(F)F)[C@@H](CNC)NC(=O)N1CC=2N=C(N=CC2CC1)NC(C)C ((S)—N-(1-(3-fluoro-4-(trifluoromethyl)phenyl)-2-(methylamino)ethyl)-2-(isopropylamino)-5,6-dihydropyrido[3,4-d]pyrimidine-7(8H)-carboxamide hydrochloride). Procedure details: To a solution of 268 (0.075 g, 0.14 mmol) and DCM (3 mL) at RT was added TFA (2 mL) and the reaction was stirred at RT for 1 h then concentrated to dryness. The resulting product was next dissolved in minimal DCM (with MeOH to increase solubility) and added with stirring to a solution of 1M HCl in ether. The resulting solid was filtered, washed with ether and dried to afford 0.050 g (75%) of I-66: MS m/z (APCI-pos) M+1=455. Reaction conditions: time 1 hour. Reaction SMILES: [F:1][C:2]1[CH:3]=[C:4]([C@H:12]([NH:23][C:24]([N:26]2[CH2:35][CH2:34][C:33]3[CH:32]=[N:31][C:30]([NH:36][CH:37]([CH3:39])[CH3:38])=[N:29][C:28]=3[CH2:27]2)=[O:25])[CH2:13][N:14](C)[C:15](=O)OC(C)(C)C)[CH:5]=[CH:6][C:7]=1[C:8]([F:11])([F:10])[F:9].C(O)(C(F)(F)F)=O.C(Cl)[Cl:48]>>[ClH:48].[F:1][C:2]1[CH:3]=[C:4]([C@H:12]([NH:23][C:24]([N:26]2[CH2:35][CH2:34][C:33]3[CH:32]=[N:31][C:30]([NH:36][CH:37]([CH3:39])[CH3:38])=[N:29][C:28]=3[CH2:27]2)=[O:25])[CH2:13][NH:14][CH3:15])[CH:5]=[CH:6][C:7]=1[C:8]([F:9])([F:10])[F:11] |f:3.4|. Starting materials: FC=1C=C(C=CC1C(F)(F)F)[C@@H](CN(C(OC(C)(C)C)=O)C)NC(=O)N1CC=2N=C(N=CC2CC1)NC(C)C ((S)-tert-butyl 2-(3-fluoro-4-(trifluoromethyl)phenyl)-2-(2-(isopropylamino)-5,6,7,8-tetrahydropyrido[3,4-d]pyrimidine-7-carboxamido)ethyl(methyl)carbamate), C(=O)(C(F)(F)F)O (TFA), C(Cl)Cl (DCM). Starting materials: compound 4, N (ammonia), resultant solution, C(C)(=O)O[C@H]1C[C@@H](O[C@@]1(COC(C)=O)C#C)N1C=NC=2C(N)=NC(=NC12)F (3′, 5′-di-O-acetyl-2′-deoxy-4′-C-ethynyl-2-fluoroadenosine). Run in CO (methanol). Run at time 4 hour. The product is C(#C)[C@]1([C@H](C[C@@H](O1)N1C=NC=2C(N)=NC(=NC12)F)O)CO (2′-deoxy-4′-C-ethynyl-2-fluoroadenosine). As a reaction SMILES: C([O:4][C@@H:5]1[C@@:9]([C:15]#[CH:16])([CH2:10][O:11]C(=O)C)[O:8][C@@H:7]([N:17]2[C:26]3[N:25]=[C:24]([F:27])[N:23]=[C:21]([NH2:22])[C:20]=3[N:19]=[CH:18]2)[CH2:6]1)(=O)C.N>CO>[C:15]([C@:9]1([CH2:10][OH:11])[O:8][C@@H:7]([N:17]2[C:26]3[N:25]=[C:24]([F:27])[N:23]=[C:21]([NH2:22])[C:20]=3[N:19]=[CH:18]2)[CH2:6][C@@H:5]1[OH:4])#[CH:16]. Reported procedure: Compound 3 (200 mg, 0.53 mmol) was dissolved in methanol (7.00 ml), and 28% aqueous ammonia (5.00 ml) was added to the resultant solution, followed by stirring at room temperature for four hours. The resultant reaction mixture was concentrated under reduced pressure, and a mixture of chloroform and methanol (20:1) was added to the resultant residue. The thus-precipitated crystals were filtered, and then the resultant crystals were recrystallized from water, to thereby yield compound 4 (113 mg, 0... Reactants: O1C=C(C=C1)C=1C=CC(=C(N)C1)NC1=CC(=CC=C1)C(=O)O (5-(3-Furanyl)-2-(3-carboxyphenyl)aminoaniline), C(=O)O (formic acid), ice water. Run at temperature 80 celsius, time 1.5 hour. The product is C(=O)(O)C=1C=C(C=CC1)N1C=NC2=C1C=CC(=C2)C2=COC=C2 (1-(3-Carboxyphenyl)-5-(3-furanyl)benzimidazole). The yield is 40.0%. As a reaction SMILES: [O:1]1[CH:5]=[CH:4][C:3]([C:6]2[CH:7]=[CH:8][C:9]([NH:13][C:14]3[CH:19]=[CH:18][CH:17]=[C:16]([C:20]([OH:22])=[O:21])[CH:15]=3)=[C:10]([CH:12]=2)[NH2:11])=[CH:2]1.[CH:23](O)=O>>[C:20]([C:16]1[CH:15]=[C:14]([N:13]2[C:9]3[CH:8]=[CH:7][C:6]([C:3]4[CH:4]=[CH:5][O:1][CH:2]=4)=[CH:12][C:10]=3[N:11]=[CH:23]2)[CH:19]=[CH:18][CH:17]=1)([OH:22])=[O:21]. Procedure details: To 13r from Example 4 (2.4 g, 8.16 mmol) is added formic acid (25 ml) and the mixture is stirred at 80° C. for 1.5 hours. After cooling the mixture is poured into ice-water. The precipitate is filtered off, washed with methanol and dried to yield 14r (0.89 g, 40%). Mp 272-274° C. The reactants are hydrochloride salt, N (NH3), ON=C(C1=CN=CC=C1)Cl (N-Hydroxynicotinimidoyl chloride), C(#C)C1=C(C=CC=C1)F (1-ethynyl-2-fluorobenzene). Yields the product FC1=C(C=CC=C1)C1=CC(=NO1)C=1C=NC=CC1 (5-(2-Fluorophenyl)-3-(pyridin-3-yl)isoxazole). RXN SMILES: [OH:1][N:2]=[C:3](Cl)[C:4]1[CH:9]=[CH:8][CH:7]=[N:6][CH:5]=1.[C:11]([C:13]1[CH:18]=[CH:17][CH:16]=[CH:15][C:14]=1[F:19])#[CH:12].N>>[F:19][C:14]1[CH:15]=[CH:16][CH:17]=[CH:18][C:13]=1[C:11]1[O:1][N:2]=[C:3]([C:4]2[CH:5]=[N:6][CH:7]=[CH:8][CH:9]=2)[CH:12]=1. Reported procedure: The titled compound was prepared as the hydrochloride salt according to Method CB using the product of Example 1A (78 mg, 0.5 mmol) and 1-ethynyl-2-fluorobenzene (Aldrich, 60 mg, 0.5 mmol). 1H NMR (300 MHz, DMSO-d6) δ 7.34-7.56 (m, 2H), 7.58-7.74 (m, 3H), 8.02 (td, J=7.6, 1.7 Hz, 1H), 8.47 (dt, J=7.9, 2.0 Hz, 1H), 8.77 (dd, J=4.9, 1.5 Hz, 1H), 9.23 (d, J=2.4 Hz, 1H) ppm; MS (DCI/NH3) m/z 241 (M+H)+. Reactants: BrC1=C(C2=C(N(C(N2)=O)C)C=C1)OCC1CCC1 (5-bromo-4-(cyclobutylmethoxy)-1-methyl-1,3-dihydro-2H-benzimidazol-2-one), Cl.BrCCN1CCOCC1 (4-(2-bromoethyl)morpholine hydrochloride). Product: BrC1=C(C2=C(N(C(N2CCN2CCOCC2)=O)C)C=C1)OCC1CCC1 (5-Bromo-4-(cyclobutylmethoxy)-1-methyl-3-(2-morpholin-4-ylethyl)-1,3-dihydro-2H-benzimidazol-2-one). As a reaction SMILES: [Br:1][C:2]1[CH:12]=[CH:11][C:5]2[N:6]([CH3:10])[C:7](=[O:9])[NH:8][C:4]=2[C:3]=1[O:13][CH2:14][CH:15]1[CH2:18][CH2:17][CH2:16]1.Cl.Br[CH2:21][CH2:22][N:23]1[CH2:28][CH2:27][O:26][CH2:25][CH2:24]1>>[Br:1][C:2]1[CH:12]=[CH:11][C:5]2[N:6]([CH3:10])[C:7](=[O:9])[N:8]([CH2:21][CH2:22][N:23]3[CH2:28][CH2:27][O:26][CH2:25][CH2:24]3)[C:4]=2[C:3]=1[O:13][CH2:14][CH:15]1[CH2:18][CH2:17][CH2:16]1 |f:1.2|. Procedure details: This compound was synthesized according to the procedure of Example 44, Step 2, using 5-bromo-4-(cyclobutylmethoxy)-1-methyl-1,3-dihydro-2H-benzimidazol-2-one and 4-(2-bromoethyl)morpholine hydrochloride as the starting materials. LCMS calculated for C19H27BrN3O3 (M+H)+: m/z=424.1, 426.1. found: 424.3, 426.3. The reactants are C(C)S(=O)(=O)Cl (ethanesulfonyl chloride), C(C)(=O)OCC (ethyl acetate), C(C)(=O)OCC (ethyl acetate), Br.NCC1CC2=CC=C(C=C2C1)C=1C=CC(NN1)=O (2-aminomethyl-5-[pyridazin-3(2H)-on-6-yl]indane hydrobromide), C([O-])([O-])=O.[Na+].[Na+] (sodium carbonate). Solvent: O1CCCC1 (tetrahydrofuran), O1CCCC1 (tetrahydrofuran). Run at time 3 hour. Yields the product C(C)S(=O)(=O)NCC1CC2=CC=C(C=C2C1)C=1C=CC(NN1)=O (2-(ethylsulfonylaminomethyl)-5-[pyridazin-3(2H)-on-6-yl]indane). The yield is 82.5%. RXN SMILES: C(OCC)(=O)C.Br.[NH2:8][CH2:9][CH:10]1[CH2:18][C:17]2[C:12](=[CH:13][CH:14]=[C:15]([C:19]3[CH:20]=[CH:21][C:22](=[O:25])[NH:23][N:24]=3)[CH:16]=2)[CH2:11]1.C(=O)([O-])[O-].[Na+].[Na+].[CH2:32]([S:34](Cl)(=[O:36])=[O:35])[CH3:33]>O1CCCC1>[CH2:32]([S:34]([NH:8][CH2:9][CH:10]1[CH2:18][C:17]2[C:12](=[CH:13][CH:14]=[C:15]([C:19]3[CH:20]=[CH:21][C:22](=[O:25])[NH:23][N:24]=3)[CH:16]=2)[CH2:11]1)(=[O:36])=[O:35])[CH3:33] |f:1.2,3.4.5|. Reported procedure: In a mixed solution of 30 ml of ethyl acetate and 30 ml of tetrahydrofuran was suspended 3.22 g of 2-aminomethyl-5-[pyridazin-3(2H)-on-6-yl]indane hydrobromide. A sodium carbonate aqueous solution (5.30 g/30 ml of water) was added to the suspension. Under ice cooling, 3.32 g of ethanesulfonyl chloride dissolved in 10 ml of tetrahydrofuran was added to the mixture, and the resulting mixture was stirred for 3 hours. 300 ml of ethyl acetate was added to the mixture. After the organic layer was coll... Starting materials: N1CCOCC1 (Morpholine), N1(N=CN=C1)CC(=O)N1C[C@H](C[C@H]1C(NC1=CC=C(C=C1)OC1=CC=C(C=C1)F)=O)NC(OCC1C2=CC=CC=C2C=2C=CC=CC12)=O ((9H-fluoren-9-yl)methyl (3S,5S)-1-(2-(1H-1,2,4-triazol-1-yl)acetyl)-5-(4-(4-fluorophenoxy)phenylcarbamoyl)pyrrolidin-3-ylcarbamate), CN(C)C=O (DMF). Solvent: O (water). Conditions: time 30 minute. Yields the product N1(N=CN=C1)CC(=O)N1[C@@H](C[C@@H](C1)N)C(=O)NC1=CC=C(C=C1)OC1=CC=C(C=C1)F ((2S,4S)-1-(2-(1H-1,2,4-triazol-1-yl)acetyl)-4-amino-N-(4-(4-fluorophenoxy)phenyl)pyrrolidine-2-carboxamide). The yield is 82.7%. RXN SMILES: N1CCOCC1.[N:7]1([CH2:12][C:13]([N:15]2[C@H:19]([C:20](=[O:36])[NH:21][C:22]3[CH:27]=[CH:26][C:25]([O:28][C:29]4[CH:34]=[CH:33][C:32]([F:35])=[CH:31][CH:30]=4)=[CH:24][CH:23]=3)[CH2:18][C@H:17]([NH:37]C(=O)OCC3C4C=CC=CC=4C4C3=CC=CC=4)[CH2:16]2)=[O:14])[CH:11]=[N:10][CH:9]=[N:8]1.CN(C=O)C>O>[N:7]1([CH2:12][C:13]([N:15]2[CH2:16][C@@H:17]([NH2:37])[CH2:18][C@H:19]2[C:20]([NH:21][C:22]2[CH:23]=[CH:24][C:25]([O:28][C:29]3[CH:30]=[CH:31][C:32]([F:35])=[CH:33][CH:34]=3)=[CH:26][CH:27]=2)=[O:36])=[O:14])[CH:11]=[N:10][CH:9]=[N:8]1. Reported procedure: Step (a) Morpholine (10 mL) was added to a flask charged with the (9H-fluoren-9-yl)methyl (3S,5S)-1-(2-(1H-1,2,4-triazol-1-yl)acetyl)-5-(4-(4-fluorophenoxy)phenylcarbamoyl)pyrrolidin-3-ylcarbamate (0.859 g, 1.33 mmol), prepared as in prepared as in Example 1, and DMF (10 mL). The reaction mixture was stirred at ambient temperature for 30 minutes and then diluted with deionized water (20 mL). The dilution was extracted with ethyl acetate (60 mL) and the extract was washed with brine (30 mL), drie... Starting materials: aq solution, NO (hydroxylamine), NC1=C(C(=NC(=C1)C1=C(C(=C(C=C1)Cl)OC)F)C(=O)OC)Cl (methyl 4-amino-3-chloro-6-(4-chloro-2-fluoro-3-methoxyphenyl)picolinate). Solvent: COCCOC (1,2-dimethoxyethane). Run at temperature 23 celsius, time 4 day. The product is NC1=C(C(=NC(=C1)C1=C(C(=C(C=C1)Cl)OC)F)C(=O)NO)Cl (4-amino-3-chloro-6-(4-chloro-2-fluoro-3-methoxyphenyl)-N-hydroxypicolinamide). Isolated yield 103.2%. RXN SMILES: [NH2:1][OH:2].[NH2:3][C:4]1[CH:9]=[C:8]([C:10]2[CH:15]=[CH:14][C:13]([Cl:16])=[C:12]([O:17][CH3:18])[C:11]=2[F:19])[N:7]=[C:6]([C:20](OC)=[O:21])[C:5]=1[Cl:24]>COCCOC>[NH2:3][C:4]1[CH:9]=[C:8]([C:10]2[CH:15]=[CH:14][C:13]([Cl:16])=[C:12]([O:17][CH3:18])[C:11]=2[F:19])[N:7]=[C:6]([C:20]([NH:1][OH:2])=[O:21])[C:5]=1[Cl:24]. Procedure: A 50% aq solution of hydroxylamine (4.4 mL, 72 mmol, 50 equiv) was added to a stirred suspension of methyl 4-amino-3-chloro-6-(4-chloro-2-fluoro-3-methoxyphenyl)picolinate (500 mg, 1.4 mmol, 1.0 equiv) in 1,2-dimethoxyethane (1.0 mL) at 23° C. The resulting white suspension was stirred at 23° C. for 4 days (d). The reaction mixture was concentrated by rotary evaporation to afford a white powder (500 mg, 99%): mp 166-169° C.; 1H NMR (300 MHz, DMSO-d6) δ 9.19 (br s, 1H), 7.68 (t, J=8 Hz, 1H), 7.42...